Dataset: the Open Reaction Database (ORD), a public repository of structured organic reaction records. Task: describe an organic reaction: reactants, conditions, products, and yield Reactants: Brc1cccc(-c2ccccc2)c1, [Li]C(C)(C)C, C1CCOC1, CN(C)C=O. Yields the product O=Cc1cccc(-c2ccccc2)c1. RXN SMILES: [Br:1][c:2]1[cH:3][c:4](-[c:8]2[cH:9][cH:10][cH:11][cH:12][cH:13]2)[cH:5][cH:6][cH:7]1.[C:14]([Li:15])([CH3:16])([CH3:17])[CH3:18].[CH2:24]1[O:25][CH2:26][CH2:27][CH2:28]1.[O:19]=[CH:20][N:21]([CH3:22])[CH3:23]>>[c:2]1([CH:20]=[O:19])[cH:3][c:4](-[c:8]2[cH:9][cH:10][cH:11][cH:12][cH:13]2)[cH:5][cH:6][cH:7]1. Starting materials: C(C=C)OC=1C=C2C(=CN(C2=CC1)C)C1=CC=2C(=NC=CC2)N1S(=O)(=O)C1=CC=C(C=C1)C (2-(5-allyloxy-1-methyl-1H-indol-3-yl)-1-(toluene-4-sulfonyl)-1H-pyrrolo[2,3-b]pyridine), O1CCCC1 (tetrahydrofuran), O1CCCC1 (tetrahydrofuran). The reagents and catalysts are C(C)O (ethanol), [OH-].[K+] (potassium hydroxide), OO (hydrogen peroxide). Conditions: time 7 hour. Yields the product CN1C=C(C2=CC(=CC=C12)OCCCO)C1=CC=2C(=NC=CC2)N1S(=O)(=O)C1=CC=C(C=C1)C (3-{1-methyl-3-[1-(toluene-4-sulfonyl)-1H-pyrrolo[2,3-b]pyridin-2-yl]-1H-indol-5-yloxy}-propan-1-ol), CN1C=C(C2=CC(=CC=C12)OCC(C)O)C1=CC=2C(=NC=CC2)N1S(=O)(=O)C1=CC=C(C=C1)C (3-{1-methyl-3-[1-(toluene-4-sulfonyl)-1H-pyrrolo[2,3-b]pyridin-2-yl]-1H-indol-5-yloxy}-propan-2-ol). Reaction SMILES: [CH2:1]([O:4][C:5]1[CH:6]=[C:7]2[C:11](=[CH:12][CH:13]=1)[N:10]([CH3:14])[CH:9]=[C:8]2[C:15]1[N:23]([S:24]([C:27]2[CH:32]=[CH:31][C:30]([CH3:33])=[CH:29][CH:28]=2)(=[O:26])=[O:25])[C:18]2=[N:19][CH:20]=[CH:21][CH:22]=[C:17]2[CH:16]=1)[CH:2]=[CH2:3].[O:34]1CCCC1>C(O)C.[OH-].[K+].OO>[CH3:14][N:10]1[C:11]2[C:7](=[CH:6][C:5]([O:4][CH2:1][CH2:2][CH2:3][OH:34])=[CH:13][CH:12]=2)[C:8]([C:15]2[N:23]([S:24]([C:27]3[CH:32]=[CH:31][C:30]([CH3:33])=[CH:29][CH:28]=3)(=[O:26])=[O:25])[C:18]3=[N:19][CH:20]=[CH:21][CH:22]=[C:17]3[CH:16]=2)=[CH:9]1.[CH3:14][N:10]1[C:11]2[C:7](=[CH:6][C:5]([O:4][CH2:1][CH:2]([OH:34])[CH3:3])=[CH:13][CH:12]=2)[C:8]([C:15]2[N:23]([S:24]([C:27]3[CH:32]=[CH:31][C:30]([CH3:33])=[CH:29][CH:28]=3)(=[O:26])=[O:25])[C:18]3=[N:19][CH:20]=[CH:21][CH:22]=[C:17]3[CH:16]=2)=[CH:9]1 |f:3.4|. Reported procedure: A solution of 2-(5-allyloxy-1-methyl-1H-indol-3-yl)-1-(toluene-4-sulfonyl)-1H-pyrrolo[2,3-b]pyridine [91 mg, Reference Example 15(a)] in dry tetrahydrofuran (5 mL) was treated with a solution of borane-tetrahydrofuran complex in tetrahydrofuran (1200 μl, 1.0M). After stirring at ambient temperature for 7 hours the reaction mixture was treated with ethanol (9 drops), 5N potassium hydroxide (4 drops) and hydrogen peroxide (6 drops) and stirring was continued for 12 hours during which time a white ... The reactants are CN(C)CC1(c2ccc(O)cc2)CCOCC1, ClCCN1CCCC1, [K+], [K+], O=C([O-])[O-], CN(C)C=O, O. Product: CN(C)CC1(c2ccc(OCCN3CCCC3)cc2)CCOCC1. Reaction SMILES: [CH3:1][N:2]([CH3:3])[CH2:4][C:5]1([c:11]2[cH:12][cH:13][c:14]([OH:17])[cH:15][cH:16]2)[CH2:6][CH2:7][O:8][CH2:9][CH2:10]1.[Cl:18][CH2:19][CH2:20][N:21]1[CH2:22][CH2:23][CH2:24][CH2:25]1.[K+:31].[K+:32].[O-:33][C:34]([O-:35])=[O:36].[O:26]=[CH:27][N:28]([CH3:29])[CH3:30].[OH2:37]>>[CH3:1][N:2]([CH3:3])[CH2:4][C:5]1([c:11]2[cH:12][cH:13][c:14]([O:17][CH2:19][CH2:20][N:21]3[CH2:22][CH2:23][CH2:24][CH2:25]3)[cH:15][cH:16]2)[CH2:6][CH2:7][O:8][CH2:9][CH2:10]1. Starting materials: NC(C(O)C1=CC=CC=C1)CCC(C)C ((1RS,2SR)-2-amino-5-methyl-1-phenylhexan-1-ol), ClCCCN1CCCCC1 (1-(3-chloropropyl)piperidine). Solvent: C1=CC=CC=C1 (benzene). The product is Cl.Cl.CC(CCC(C(O)C1=CC=CC=C1)NCCCN1CCCCC1)C ((1RS,2SR)-5-Methyl-1-phenyl-2-(3-piperidinopropylamino)hexan-1-ol dihydrochloride). Isolated yield 113.5%. RXN SMILES: [NH2:1][CH:2]([CH2:11][CH2:12][CH:13]([CH3:15])[CH3:14])[CH:3]([C:5]1[CH:10]=[CH:9][CH:8]=[CH:7][CH:6]=1)[OH:4].[Cl:16][CH2:17][CH2:18][CH2:19][N:20]1[CH2:25][CH2:24][CH2:23][CH2:22][CH2:21]1>C1C=CC=CC=1>[ClH:16].[ClH:16].[CH3:14][CH:13]([CH3:15])[CH2:12][CH2:11][CH:2]([NH:1][CH2:17][CH2:18][CH2:19][N:20]1[CH2:25][CH2:24][CH2:23][CH2:22][CH2:21]1)[CH:3]([C:5]1[CH:10]=[CH:9][CH:8]=[CH:7][CH:6]=1)[OH:4] |f:3.4.5|. Reported procedure: A mixture of (1RS,2SR)-2-amino-5-methyl-1-phenylhexan-1-ol (1.04 g, 5 mmol) and 1-(3-chloropropyl)piperidine (0.81 g, 5 mmol) in benzene (10 ml) was refluxed for 40 hours. After being cooled, the reaction mixture was concentrated under reduced pressure. The residue was dissolved in ethanol (10 ml), followed by addition of 6N-HCl in EtOH (2 ml). Precipitated crystals were collected by filtration and then recrystallized from ethanol to obtain 1.15 g of the title compound as white crystals (yield: ... Starting materials: COC(=O)C=1C(=C2C(=NNC2=CC1)C1=CC2=C(S1)C=CC=C2)F (3-benzo[b]thiophen-2-yl-4-fluoro-1H-5-indazolecarboxylic acid methyl ester), [OH-].[Na+] (sodium hydroxide), Cl (hydrochloric acid). The solvent is O1CCCC1 (tetrahydrofuran), CO (methanol). Run at temperature 55 celsius, time 2.5 hour. The product is S1C2=C(C=C1C1=NNC3=CC=C(C(=C13)F)C(=O)O)C=CC=C2 (3-Benzo[b]thiophen-2-yl-4-fluoro-1H-5-indazolecarboxylic acid). The yield is 71.5%. RXN SMILES: C[O:2][C:3]([C:5]1[C:6]([F:23])=[C:7]2[C:11](=[CH:12][CH:13]=1)[NH:10][N:9]=[C:8]2[C:14]1[S:18][C:17]2[CH:19]=[CH:20][CH:21]=[CH:22][C:16]=2[CH:15]=1)=[O:4].[OH-].[Na+].Cl>O1CCCC1.CO>[S:18]1[C:14]([C:8]2[C:7]3[C:11](=[CH:12][CH:13]=[C:5]([C:3]([OH:4])=[O:2])[C:6]=3[F:23])[NH:10][N:9]=2)=[CH:15][C:16]2[CH:22]=[CH:21][CH:20]=[CH:19][C:17]1=2 |f:1.2|. Procedure details: To a solution of 152 mg of 3-benzo[b]thiophen-2-yl-4-fluoro-1H-5-indazolecarboxylic acid methyl ester obtained in Production Example II-13-f in a mixture of 2 ml of tetrahydrofuran and 2 ml of methanol was added 1 ml of 5 N aqueous sodium hydroxide solution, and the mixture was stirred at 55° C. for 2.5 hours. After standing to cool, 5.5 ml of 1 N hydrochloric acid was added and the mixture was extracted with ethyl acetate. The organic layer was sequentially washed with water and brine, dried ov... Starting materials: C(CO)(=O)O (glycolic acid), ClC1=CC=C(C(=N1)N)N (6-chloro-2,3-diaminopyridine), Cl (hydrochloric acid), N (ammonia). Conditions: temperature 150 celsius, time 4 hour. Yields the product ClC1=CC=C2C(=N1)NC(=N2)CO (5-Chloro-2-hydroxymethyl-3H-imidazo[4,5-b]pyridine). The yield is 83.4%. Reaction SMILES: [C:1]([OH:5])(=O)[CH2:2]O.[Cl:6][C:7]1[N:12]=[C:11]([NH2:13])[C:10]([NH2:14])=[CH:9][CH:8]=1.Cl.N>>[Cl:6][C:7]1[N:12]=[C:11]2[NH:13][C:2]([CH2:1][OH:5])=[N:14][C:10]2=[CH:9][CH:8]=1. Procedure: 6.60 g of glycolic acid were added to 5.00 g of 6-chloro-2,3-diaminopyridine (prepared as described in Preparation 42), and the resulting mixture was stirred at 150° C. for 4 hours. At the end of this time, the reaction mixture was treated with 3N aqueous hydrochloric acid and subsequently made alkaline by the addition of aqueous ammonia. The aqueous mixture was evaporated to dryness, and the resulting residue was purified by column chromatography through silica gel, using a gradient elution met... As a reaction SMILES: [C:1]([CH3:2])([CH3:3])([CH3:4])[O:5][C:6]([CH:7]1[NH:8][C:9](=[O:12])[CH2:10][CH2:11]1)=[O:13].[CH2:34]1[O:35][CH2:36][CH2:37][CH2:38]1.[CH3:15][CH:16]([N-:17][CH:18]([CH3:19])[CH3:20])[CH3:21].[Li+:14].[N:22](=[N+:23]=[N-:24])[c:25]1[c:26]([C:27](=[O:28])[Cl:29])[cH:30][cH:31][cH:32][cH:33]1>>[C:1]([CH3:2])([CH3:3])([CH3:4])[O:5][C:6]([CH:7]1[N:8]([C:27]([c:26]2[c:25]([N:22]=[N+:23]=[N-:24])[cH:33][cH:32][cH:31][cH:30]2)=[O:28])[C:9](=[O:12])[CH2:10][CH2:11]1)=[O:13]. Yields the product CC(C)(C)OC(=O)C1CCC(=O)N1C(=O)c1ccccc1N=[N+]=[N-]. Reactants: CC(C)(C)OC(=O)C1CCC(=O)N1, C1CCOC1, CC(C)[N-]C(C)C, [Li+], [N-]=[N+]=Nc1ccccc1C(=O)Cl. Starting materials: C#Cc1cc(Cl)ccc1OC(C(=O)[O-])C(C)(C)C, CCCS(=O)(=O)c1ccc(C)c(C#C[Si](C)(C)C)c1. Yields the product C#Cc1cc(S(=O)(=O)CCC)ccc1C. As a reaction SMILES: [C:1]([CH:2]([O:3][c:4]1[cH:5][cH:6][c:7]([Cl:8])[cH:9][c:10]1[C:11]#[CH:12])[C:13]([O-:14])=[O:15])([CH3:16])([CH3:17])[CH3:18].[CH3:19][Si:20]([C:21]#[C:22][c:23]1[c:24]([CH3:35])[cH:25][cH:26][c:27]([S:29](=[O:30])(=[O:31])[CH2:32][CH2:33][CH3:34])[cH:28]1)([CH3:36])[CH3:37]>>[CH:21]#[C:22][c:23]1[c:24]([CH3:35])[cH:25][cH:26][c:27]([S:29](=[O:30])(=[O:31])[CH2:32][CH2:33][CH3:34])[cH:28]1. The reactants are NCC1CN(Cc2ccc(Cl)c(Cl)c2)CCO1, O=C(O)Cc1csc(-c2ccccc2)n1. The product is O=C(Cc1csc(-c2ccccc2)n1)NCC1CN(Cc2ccc(Cl)c(Cl)c2)CCO1. RXN SMILES: [Cl:1][c:2]1[cH:3][c:4]([CH2:5][N:6]2[CH2:7][CH:8]([CH2:12][NH2:13])[O:9][CH2:10][CH2:11]2)[cH:14][cH:15][c:16]1[Cl:17].[c:18]1(-[c:24]2[s:25][cH:26][c:27]([CH2:29][C:30](=[O:31])[OH:32])[n:28]2)[cH:19][cH:20][cH:21][cH:22][cH:23]1>>[Cl:1][c:2]1[cH:3][c:4]([CH2:5][N:6]2[CH2:7][CH:8]([CH2:12][NH:13][C:30]([CH2:29][c:27]3[cH:26][s:25][c:24](-[c:18]4[cH:19][cH:20][cH:21][cH:22][cH:23]4)[n:28]3)=[O:31])[O:9][CH2:10][CH2:11]2)[cH:14][cH:15][c:16]1[Cl:17]. Starting materials: C1CCOC1, CC1(C)CCCC(C)(C)N1, OCCc1ccccc1F, [Li]CCCC, CN(C)C=O. The product is O=Cc1cccc(CCO)c1F. RXN SMILES: [CH2:31]1[O:32][CH2:33][CH2:34][CH2:35]1.[CH3:1][C:2]1([CH3:3])[CH2:4][CH2:5][CH2:6][C:7]([CH3:8])([CH3:9])[NH:10]1.[F:16][c:17]1[c:18]([CH2:23][CH2:24][OH:25])[cH:19][cH:20][cH:21][cH:22]1.[Li:11][CH2:12][CH2:13][CH2:14][CH3:15].[O:26]=[CH:27][N:28]([CH3:29])[CH3:30]>>[F:16][c:17]1[c:18]([CH2:23][CH2:24][OH:25])[cH:19][cH:20][cH:21][c:22]1[CH:27]=[O:26].